Task: describe an organic reaction: reactants, conditions, products, and yield. Dataset: the Open Reaction Database (ORD), a public repository of structured organic reaction records The reactants are CCOC(=O)c1c(-c2ccc(Br)cc2F)noc1C, C1CCOC1, CO, [Na+], [OH-]. Product: Cc1onc(-c2ccc(Br)cc2F)c1C(=O)O. As a reaction SMILES: [CH2:1]([CH3:2])[O:3][C:4](=[O:5])[c:6]1[c:7](-[c:12]2[c:13]([F:19])[cH:14][c:15]([Br:18])[cH:16][cH:17]2)[n:8][o:9][c:10]1[CH3:11].[CH2:24]1[O:25][CH2:26][CH2:27][CH2:28]1.[CH3:22][OH:23].[Na+:21].[OH-:20]>>[O:3]=[C:4]([OH:5])[c:6]1[c:7](-[c:12]2[c:13]([F:19])[cH:14][c:15]([Br:18])[cH:16][cH:17]2)[n:8][o:9][c:10]1[CH3:11]. Reactants: COC(OC)C1(C)Oc2ccc([N+](=O)[O-])cc2C2OC21, Cc1cccc(NCc2ncc[nH]2)c1C. Product: COC(OC)C1(C)Oc2ccc([N+](=O)[O-])cc2C(N(Cc2ncc[nH]2)c2cccc(C)c2C)C1O. As a reaction SMILES: [CH3:1][O:2][CH:3]([C:4]1([CH3:18])[O:5][c:6]2[c:7]([cH:11][c:12]([N+:15](=[O:16])[O-:17])[cH:13][cH:14]2)[CH:8]2[CH:9]1[O:10]2)[O:19][CH3:20].[CH3:21][c:22]1[c:23]([NH:29][CH2:30][c:31]2[nH:32][cH:33][cH:34][n:35]2)[cH:24][cH:25][cH:26][c:27]1[CH3:28]>>[CH3:1][O:2][CH:3]([C:4]1([CH3:18])[O:5][c:6]2[c:7]([cH:11][c:12]([N+:15](=[O:16])[O-:17])[cH:13][cH:14]2)[CH:8]([N:29]([c:23]2[c:22]([CH3:21])[c:27]([CH3:28])[cH:26][cH:25][cH:24]2)[CH2:30][c:31]2[n:32][cH:33][cH:34][nH:35]2)[CH:9]1[OH:10])[O:19][CH3:20].